This data is from the Open Reaction Database (ORD), a public repository of structured organic reaction records. The task is: describe an organic reaction: reactants, conditions, products, and yield Reactants: FC1=C(N)C(=CC=C1)F (2,6-difluoro aniline), C(=S)(Cl)Cl (thiophosgene), C(C)(C)N(CC)C(C)C (diisopropylethylamine). Solvent: ClCCl (dichloromethane). Run at time 1 hour. Yields the product FC1=C(C(=CC=C1)F)N=C=S (1,3-difluoro-2-isothiocyanato-benzene). The yield is 98.3%. RXN SMILES: [F:1][C:2]1[CH:8]=[CH:7][CH:6]=[C:5]([F:9])[C:3]=1[NH2:4].[C:10](Cl)(Cl)=[S:11].C(N(C(C)C)CC)(C)C>ClCCl>[F:1][C:2]1[CH:8]=[CH:7][CH:6]=[C:5]([F:9])[C:3]=1[N:4]=[C:10]=[S:11]. Reported procedure: 1,3-Difluoro-2-isothiocyanato-benzene was synthesized as follows, according to scheme 1. A solution of 2,6-difluoro aniline (0.13 g, 1.01 mmol) in dichloromethane (10.00 ml) was treated with thiophosgene (0.12 g, 1.06 mmol) and diisopropylethylamine (0.26 g, 2.01 mmol). The mixture was stirred for 1 h at room temperature. The solvent was then evaporated, leaving 1,3-difluoro-2-isothiocyanato-benzene (0.17 g, 99%) as a light brown gum, which was used crude. Conditions: time 30 minute. Run in CO (methanol). Reaction SMILES: C[O-].[Na+].[CH2:4]([O:6][C:7]([CH2:9][N:10]([CH3:27])[S:11]([C:14]1[C:15]2[CH:26]=[CH:25][CH:24]=[CH:23][C:16]=2[S:17][C:18]=1[C:19](OC)=[O:20])(=[O:13])=[O:12])=[O:8])C>CO>[OH:20][C:19]1[C:18]2[S:17][C:16]3[CH:23]=[CH:24][CH:25]=[CH:26][C:15]=3[C:14]=2[S:11](=[O:13])(=[O:12])[N:10]([CH3:27])[C:9]=1[C:7]([O:6][CH3:4])=[O:8] |f:0.1|. Procedure details: 42.0 gm (0.78 mol) of solid sodium methylate were added in an inert gas atmosphere to a suspension of 286 gm (0.77 mol) of methyl 3-{[(ethoxycarbonylmethyl)-methylamino]sulfonyl}-benzo[b]thiophene-2-carboxylate in 1000 cc of anhydrous methanol. The mixture was stirred for 30 minutes at room temperature and then refluxed for 1 hour. The solvent was distilled off, and the residue was stirred into 500 ml of ice-cold 2 N hydrochloric acid. The precipitated product was filtered off, taken up in 400 c... The reactants are solid, C[O-].[Na+] (sodium methylate), C(C)OC(=O)CN(S(=O)(=O)C=1C2=C(SC1C(=O)OC)C=CC=C2)C (methyl 3-{[(ethoxycarbonylmethyl)-methylamino]sulfonyl}-benzo[b]thiophene-2-carboxylate). Yields the product OC1=C(N(S(C2=C1SC1=C2C=CC=C1)(=O)=O)C)C(=O)OC (Methyl 4-hydroxy-2-methyl-2H-[1]benzothieno[2,3-e]-1,2-thiazine-3-carboxylate-1,1-dioxide).